Dataset: the Open Reaction Database (ORD), a public repository of structured organic reaction records. Task: describe an organic reaction: reactants, conditions, products, and yield The reactants are Cl.ClC1=C(C(=CC=C1)Cl)NC(=O)NC(NC)=N (1-(2',6'-dichlorophenyl)-3-methylamidinourea hydrochloride), CC#N (CH3CN), CC#N (CH3CN), COC(N(C)C)OC (N,N-dimethylformamide dimethylacetal). Run in C(N)(=N)NC(=O)N (amidinourea). Reaction conditions: time 1 hour. The product is ClC1=C(C(=CC=C1)Cl)N1C(N=C(N=C1)NC)=O (1-(2',6'-dichlorophenyl)-4-methylamino-1,2-dihydro-1,3,5-triazin-2-one). Reaction SMILES: Cl.[Cl:2][C:3]1[CH:8]=[CH:7][CH:6]=[C:5]([Cl:9])[C:4]=1[NH:10][C:11]([NH:13][C:14](=[NH:17])[NH:15][CH3:16])=[O:12].[CH3:18]C#N.COC(OC)N(C)C>C(NC(N)=O)(=N)N>[Cl:2][C:3]1[CH:8]=[CH:7][CH:6]=[C:5]([Cl:9])[C:4]=1[N:10]1[CH:16]=[N:15][C:14]([NH:17][CH3:18])=[N:13][C:11]1=[O:12] |f:0.1|. Procedure: To a magnetically stirred suspension of 11.88 g. (40 mmol) of 1-(2',6'-dichlorophenyl)-3-methylamidinourea hydrochloride in 30 ml. of CH3CN is added 9.52 g. (80 mmol) of N,N-dimethylformamide dimethylacetal in 20 ml. of CH3CN. The solid material begins to dissolve immediately but in a few minutes, before the starting material amidinourea has dissolved, another fine particle white solid begins to precipitate out. The reaction mixture is stirred at ambient temperature for 1 hour then heated to ref... Solvent: CO (Methanol). Yields the product ClC=1C=C(C=CC1C=1N(C=C(N1)C(F)(F)F)COCC[Si](C)(C)C)C=1C(=CC(=NC1)OCC1(CCC1)C(=O)O)C (1-{[(5-{3-chloro-4-[4-(trifluoromethyl)-1-{[2-(trimethylsilyl)ethoxy]methyl}-1H-imidazol-2-yl]phenyl}-4-methylpyridin-2-yl)oxy]methyl}cyclobutanecarboxylic acid). Starting materials: [OH-].[Na+] (sodium hydroxide), ClC=1C=C(C=CC1C=1N(C=C(N1)C(F)(F)F)COCC[Si](C)(C)C)C=1C(=CC(=NC1)OCC1(CCC1)C(=O)OCC)C (ethyl 1-{[(5-{3-chloro-4-[4-(trifluoromethyl)-1-{[2-(trimethylsilyl)ethoxy]methyl}-1H-imidazol-2-yl]phenyl}-4-methylpyridin-2-yl)oxy]methyl}cyclobutanecarboxylate). Reaction SMILES: [OH-].[Na+].[Cl:3][C:4]1[CH:5]=[C:6]([C:27]2[C:28]([CH3:44])=[CH:29][C:30]([O:33][CH2:34][C:35]3([C:39]([O:41]CC)=[O:40])[CH2:38][CH2:37][CH2:36]3)=[N:31][CH:32]=2)[CH:7]=[CH:8][C:9]=1[C:10]1[N:11]([CH2:19][O:20][CH2:21][CH2:22][Si:23]([CH3:26])([CH3:25])[CH3:24])[CH:12]=[C:13]([C:15]([F:18])([F:17])[F:16])[N:14]=1>CO>[Cl:3][C:4]1[CH:5]=[C:6]([C:27]2[C:28]([CH3:44])=[CH:29][C:30]([O:33][CH2:34][C:35]3([C:39]([OH:41])=[O:40])[CH2:36][CH2:37][CH2:38]3)=[N:31][CH:32]=2)[CH:7]=[CH:8][C:9]=1[C:10]1[N:11]([CH2:19][O:20][CH2:21][CH2:22][Si:23]([CH3:26])([CH3:25])[CH3:24])[CH:12]=[C:13]([C:15]([F:18])([F:16])[F:17])[N:14]=1 |f:0.1|. Reported procedure: Methanol (4.3 mL) and 1N aqueous sodium hydroxide solution (1.7 mL) were added to ethyl 1-{[(5-{3-chloro-4-[4-(trifluoromethyl)-1-{[2-(trimethylsilyl)ethoxy]methyl}-1H-imidazol-2-yl]phenyl}-4-methylpyridin-2-yl)oxy]methyl}cyclobutanecarboxylate (213 mg), and the mixture was refluxed for 1 hour. Methanol was distilled off under reduced pressure, and the residue was neutralized by 1N hydrochloric acid. The mixture was extracted with ethyl acetate, the organic layer was washed with a saturated brin... The yield is 100.8%.